Dataset: the Open Reaction Database (ORD), a public repository of structured organic reaction records. Task: describe an organic reaction: reactants, conditions, products, and yield Starting materials: NC=1C=CC=2N3C4=C(C=C(C=C4C2C1)Cl)C(C(=C3)CC=3C=NC=CC3)=O (10-amino-2-chloro-5-(3-pyridylmethyl)-4H-pyrido[3,2,1-jk]carbazole-4-one), N(=O)[O-].[Na+] (sodium nitrite), [OH-].[Na+] (sodium hydroxide), aqueous solution. Solvent: S(O)(O)(=O)=O (sulfuric acid), O (water), O (water), O (water), S(O)(O)(=O)=O (sulfuric acid). Conditions: time 5 minute. The product is ClC=1C=C2C=3C=C(C=CC3N3C2=C(C1)C(C(=C3)CC=3C=NC=CC3)=O)O (2-chloro-10-hydroxy-5-(3-pyridylmethyl)-4H-pyrido[3,2,1-jk]carbazole-4-one). Yield: 71.0%. RXN SMILES: N[C:2]1[CH:3]=[CH:4][C:5]2[N:6]3[CH:18]=[C:17]([CH2:19][C:20]4[CH:21]=[N:22][CH:23]=[CH:24][CH:25]=4)[C:16](=O)[C:8]4[CH:9]=[C:10]([Cl:15])[CH:11]=[C:12]([C:13]=2[CH:14]=1)[C:7]3=4.N([O-])=[O:28].[Na+].[OH-:31].[Na+]>S(=O)(=O)(O)O.O>[Cl:15][C:10]1[CH:11]=[C:12]2[C:7]3=[C:8]([C:16](=[O:31])[C:17]([CH2:19][C:20]4[CH:21]=[N:22][CH:23]=[CH:24][CH:25]=4)=[CH:18][N:6]3[C:5]3[CH:4]=[CH:3][C:2]([OH:28])=[CH:14][C:13]2=3)[CH:9]=1 |f:1.2,3.4|. Procedure details: 10-amino-2-chloro-5-(3-pyridylmethyl)-4H-pyrido[3,2,1-jk]carbazole-4-one (300 mg) obtained in Example 273 was dissolved in a mixed solvent of conc. sulfuric acid (14.6 ml) and water (20 ml) and sodium nitrite (63 mg) dissolved in water (1 ml) was added dropwise in an ice bath. A mixed solvent of conc. sulfuric acid (20 ml) and water (15 ml) was heated under reflux in an argon atmosphere. After adding dropwise thereto the solution previously prepared, the mixture was stirred for 5 minutes and all... Reactants: BrC1=NC(=CC=C1)Br (2,6-dibromopyridine), alcohol, [OH-].[K+] (potassium hydroxide), C1(=CC=CC=C1)C (toluene). The reagents and catalysts are C1COCCOCCOCCOCCOCCO1 (18-Crown-6). The product is C(C1=CC=CC=C1)OC1=NC(=CC=C1)Br (2-benzyloxy-6-bromopyridine). As a reaction SMILES: Br[C:2]1[CH:7]=[CH:6][CH:5]=[C:4]([Br:8])[N:3]=1.[OH-:9].[K+].[C:11]1([CH3:17])[CH:16]=[CH:15][CH:14]=[CH:13][CH:12]=1>C1OCCOCCOCCOCCOCCOC1>[CH2:17]([O:9][C:2]1[CH:7]=[CH:6][CH:5]=[C:4]([Br:8])[N:3]=1)[C:11]1[CH:16]=[CH:15][CH:14]=[CH:13][CH:12]=1 |f:1.2|. Procedure details: A stirred mixture of 2,6-dibromopyridine (3.55 g), benzyl. alcohol (1.63 g), potassium hydroxide (1.68 g), 18-Crown-6 (0.20 g) and toluene (25 ml) is heated under reflux for 30 minutes. The cool solution washed with water and brine, dried (MgSO4) and evaporated to give an oil which is vacuum-distilled (Kugelrohr) to give 3.85 g of 2-benzyloxy-6-bromopyridine, bp 220-225° C./1.0 mm. The reactants are BrC=1C(=NSC1)CCBr (4-bromo-3-(bromoethyl)isothiazole), NCCS (cysteamine). Product: Br.BrC=1C(=NSC1)CSCCN (4-bromo-3-[(2-aminoethyl)thiomethyl]isothiazole hydrobromide). RXN SMILES: [Br:1][C:2]1[C:3]([CH2:7]CBr)=[N:4][S:5][CH:6]=1.[NH2:10][CH2:11][CH2:12][SH:13]>>[BrH:1].[Br:1][C:2]1[C:3]([CH2:7][S:13][CH2:12][CH2:11][NH2:10])=[N:4][S:5][CH:6]=1 |f:2.3|. Procedure: The reaction of 4-bromo-3-(bromoethyl)isothiazole (8.5 g) with cysteamine (from cysteamine hydrochloride (3.76 g)) was performed under conditions similar to those described in Example 72. From the reaction there was obtained 4-bromo-3-[(2-aminoethyl)thiomethyl]isothiazole hydrobromide, which, following recrystallisation from ethanol-ether and acetonitrile, gave needles (4.05 g), m.p. 111°-112°. The amine base (2.73 g) was isolated by basification with sodium hydroxide and extraction with chlorof... Reactants: O (water), COC(C1=CC(=C(C=C1)N)N)=O (3,4-diaminobenzoic acid methyl ester), CC1=C(C=O)C(=CC=C1)C (2,6-dimethylbenzaldehyde), C(F)(F)(F)S(=O)(=O)[O-].C(F)(F)(F)S(=O)(=O)[O-].C(F)(F)(F)S(=O)(=O)[O-].[Yb+3] (Yb(OTf)3). The solvent is CS(=O)C (DMSO), CCOC(=O)C (EtOAc). Reaction conditions: time 18 hour. Product: COC(=O)C1=CC2=C(N=C(N2)C2=C(C=CC=C2C)C)C=C1 (2-(2,6-dimethylphenyl)-3H-benzoimidazole-5-carboxylic acid methyl ester). RXN SMILES: [CH3:1][O:2][C:3](=[O:12])[C:4]1[CH:9]=[CH:8][C:7]([NH2:10])=[C:6]([NH2:11])[CH:5]=1.[CH3:13][C:14]1[CH:21]=[CH:20][CH:19]=[C:18]([CH3:22])[C:15]=1[CH:16]=O.C(S([O-])(=O)=O)(F)(F)F.C(S([O-])(=O)=O)(F)(F)F.C(S([O-])(=O)=O)(F)(F)F.[Yb+3].O>CS(C)=O.CCOC(C)=O>[CH3:1][O:2][C:3]([C:4]1[CH:9]=[CH:8][C:7]2[N:10]=[C:16]([C:15]3[C:18]([CH3:22])=[CH:19][CH:20]=[CH:21][C:14]=3[CH3:13])[NH:11][C:6]=2[CH:5]=1)=[O:12] |f:2.3.4.5|. Reported procedure: To a solution of 3,4-diaminobenzoic acid methyl ester (5.2 g) and 2,6-dimethylbenzaldehyde (4.2 g) in DMSO (50 mL) was added Yb(OTf)3 (3.9 g). The mixture was stirred at room temperature for 18 h. The mixture was partioned between water and EtOAc and the aqueous layer was extracted with EtOAc. The combined organic layers were dried, filtered and concentrated to give 2-(2,6-dimethylphenyl)-3H-benzoimidazole-5-carboxylic acid methyl ester as a red solid; MS (ESI)m/z 281 (M+H). Reactants: CC(=O)NC(Cc1cccc(C#N)c1)C(=O)O, Cl, [Na+], [OH-], O. Yields the product N#Cc1cccc(CC(N)C(=O)O)c1. As a reaction SMILES: [C:1](=[O:2])([CH3:3])[NH:4][CH:5]([CH2:6][c:7]1[cH:8][c:9]([C:13]#[N:14])[cH:10][cH:11][cH:12]1)[C:15](=[O:16])[OH:17].[ClH:18].[Na+:21].[OH-:20].[OH2:19]>>[NH2:4][CH:5]([CH2:6][c:7]1[cH:8][c:9]([C:13]#[N:14])[cH:10][cH:11][cH:12]1)[C:15](=[O:16])[OH:17]. The product is CCCS(=O)(=O)N1CCC(c2ccccn2)(C(C)NC(=O)c2c(Cl)cccc2Cl)CC1. Reaction SMILES: [CH2:1]([CH2:2][CH3:3])[S:4](=[O:5])(=[O:6])[N:7]1[CH2:8][CH2:9][C:10]([c:13]2[n:14][cH:15][cH:16][cH:17][cH:18]2)([CH:19]([CH3:20])[NH2:21])[CH2:11][CH2:12]1.[Cl:22][c:23]1[c:24]([C:25](=[O:26])[Cl:27])[c:28]([Cl:32])[cH:29][cH:30][cH:31]1.[O:33]=[CH:34][N:35]([CH3:36])[CH3:37]>>[CH2:1]([CH2:2][CH3:3])[S:4](=[O:5])(=[O:6])[N:7]1[CH2:8][CH2:9][C:10]([c:13]2[n:14][cH:15][cH:16][cH:17][cH:18]2)([CH:19]([CH3:20])[NH:21][C:25]([c:24]2[c:23]([Cl:22])[cH:31][cH:30][cH:29][c:28]2[Cl:32])=[O:26])[CH2:11][CH2:12]1. Reactants: CCCS(=O)(=O)N1CCC(c2ccccn2)(C(C)N)CC1, O=C(Cl)c1c(Cl)cccc1Cl, CN(C)C=O.